This data is from the Open Reaction Database (ORD), a public repository of structured organic reaction records. The task is: describe an organic reaction: reactants, conditions, products, and yield Starting materials: compound 26A, [N+](=O)([O-])C1=CC2=C(NC(S2)=C(C(=O)N)C2=NC=CC(=N2)C(F)(F)F)C=C1 (2-[6-nitrobenzothiazol-2(3H)-ylidene]-2-(4-trifluoromethylpyrimidin-2-yl)acetamide). The reagents and catalysts are [Pd] (palladium on carbon). Solvent: CO (MeOH), CO (MeOH). Conditions: time 24 hour. The product is Compound 32A, NC1=CC2=C(NC(S2)=C(C(=O)N)C2=NC=CC(=N2)C(F)(F)F)C=C1 (2-[6-aminobenzothiazol-2(3H)-ylidene]-2-(4-trifluoromethylpyrimidin-2-yl)acetamide). RXN SMILES: [N+:1]([C:4]1[CH:26]=[CH:25][C:7]2[NH:8][C:9](=[C:11]([C:15]3[N:20]=[C:19]([C:21]([F:24])([F:23])[F:22])[CH:18]=[CH:17][N:16]=3)[C:12]([NH2:14])=[O:13])[S:10][C:6]=2[CH:5]=1)([O-])=O>CO.[Pd]>[NH2:1][C:4]1[CH:26]=[CH:25][C:7]2[NH:8][C:9](=[C:11]([C:15]3[N:20]=[C:19]([C:21]([F:24])([F:23])[F:22])[CH:18]=[CH:17][N:16]=3)[C:12]([NH2:14])=[O:13])[S:10][C:6]=2[CH:5]=1. Procedure details: Compound 32A was prepared from compound 26A as follows. To a solution of 2-[6-nitrobenzothiazol-2(3H)-ylidene]-2-(4-trifluoromethylpyrimidin-2-yl)acetamide (280 mg, 0.73 mmol) in MeOH (25 mL) was added a slurry of 10% palladium on carbon (200 mg) in MeOH (10 mL), and the mixture was stirred under hydrogen at atmospheric pressure for 24 hr. The mixture was filtered and the filtrate concentrated to give crude 2-[6-aminobenzothiazol-2(3H)-ylidene]-2-(4-trifluoromethylpyrimidin-2-yl)acetamide as a r... Reactants: COC(=O)C1=CC=C2C(=CNC2=C1)CN(C1=CC=C(C=C1)N1CCOCC1)C(=O)OC(C)(C)C (3-{[tert-Butoxycarbonyl-(4-morpholin-4-yl-phenyl)-amino]-methyl}-1H-indole-6-carboxylic acid methyl ester), [H-].[Na+] (NaH), CI (MeI). Run in CN(C)C=O (DMF). Reaction conditions: time 1 hour. Product: COC(=O)C1=CC=C2C(=CN(C2=C1)C)CN(C1=CC=C(C=C1)N1CCOCC1)C(=O)OC(C)(C)C (3-{[tert-Butoxycarbonyl-(4-morpholin-4-yl-phenyl)-amino]-methyl}-1-methyl-1H-indole-6-carboxylic acid methyl ester). Reaction SMILES: [CH3:1][O:2][C:3]([C:5]1[CH:13]=[C:12]2[C:8]([C:9]([CH2:14][N:15]([C:28]([O:30][C:31]([CH3:34])([CH3:33])[CH3:32])=[O:29])[C:16]3[CH:21]=[CH:20][C:19]([N:22]4[CH2:27][CH2:26][O:25][CH2:24][CH2:23]4)=[CH:18][CH:17]=3)=[CH:10][NH:11]2)=[CH:7][CH:6]=1)=[O:4].[H-].[Na+].[CH3:37]I>CN(C=O)C>[CH3:1][O:2][C:3]([C:5]1[CH:13]=[C:12]2[C:8]([C:9]([CH2:14][N:15]([C:28]([O:30][C:31]([CH3:34])([CH3:33])[CH3:32])=[O:29])[C:16]3[CH:21]=[CH:20][C:19]([N:22]4[CH2:23][CH2:24][O:25][CH2:26][CH2:27]4)=[CH:18][CH:17]=3)=[CH:10][N:11]2[CH3:37])=[CH:7][CH:6]=1)=[O:4] |f:1.2|. Procedure details: To a solution of the ester 124 (473 mg, 1.02 mmol) in DMF (15 ml) was added 60% NaH (45 mg, 1.12 mmol). The solution was stirred for one hour at room temperature under nitrogen, cooled to 0° C., treated with MeI (170 μl, 1.12 mmol), warmed to room temperature and stirred overnight under nitrogen. The mixture was partitioned between water and AcOEt, organic layer was collected, dried over MgSO4 and concentrated in vacuo to yield 454 mg (93%). 1H-NMR (DMSO) δ: 7.99 (m, 1H), 7.56 (dd, J=1.4, 8.2 Hz... Reactants: CC1(C(NC2=CC=CC=C12)=O)C (3,3-Dimethyl oxindole), ClCCOC1OCCCC1 (2-(2-Chloroethoxy)tetrahydro-2H-pyran), [I-].[Na+] (sodium iodide), [H-].[Na+] (Sodium hydride). The solvent is CN(C=O)C (dimethyl formamide). Reaction conditions: temperature 25 celsius, time 1 hour. Product: CC1(C(N(C2=CC=CC=C12)CCO)=O)C (2((3,3-dimethyl)oxindolyl)ethanol). RXN SMILES: [CH3:1][C:2]1([CH3:12])[C:10]2[C:5](=[CH:6][CH:7]=[CH:8][CH:9]=2)[NH:4][C:3]1=[O:11].[H-].[Na+].Cl[CH2:16][CH2:17][O:18]C1CCCCO1.[I-].[Na+]>CN(C)C=O>[CH3:1][C:2]1([CH3:12])[C:10]2[C:5](=[CH:6][CH:7]=[CH:8][CH:9]=2)[N:4]([CH2:16][CH2:17][OH:18])[C:3]1=[O:11] |f:1.2,4.5|. Procedure: 3,3-Dimethyl oxindole (1.1 equivalent) was dissolved in dry dimethyl formamide. Sodium hydride (60% dispersion in mineral oil) (1.1 equivalent) was added portionwise and the mixture was stirred under nitrogen for one hour at 25° C. 2-(2-Chloroethoxy)tetrahydro-2H-pyran (1 equivalent) was added with a catalytic amount of sodium iodide. The reaction mixture was stirred under nitrogen at 70° C. for 12 hours, then the solvent was removed under reduced pressure. The resulting oil was partitioned betw... The reactants are CCOC(=O)C.CCCCCC (AcOEt hexane), BrC=1SC2=C(N1)C=CC(=C2)CC#N (2-(2-bromobenzo[d]thiazol-6-yl)acetonitrile), [C@@H](C)(CC)N ((R)-sec-butylamine). The solvent is O1CCOCC1 (1,4-dioxane). Reaction conditions: temperature 135 celsius. Yields the product [C@@H](C)(CC)NC=1SC2=C(N1)C=CC(=C2)CC#N ((R)-2-(2-(sec-Butylamino)benzo[d]thiazol-6-yl)acetonitrile). The yield is 69.7%. As a reaction SMILES: Br[C:2]1[S:3][C:4]2[CH:10]=[C:9]([CH2:11][C:12]#[N:13])[CH:8]=[CH:7][C:5]=2[N:6]=1.[C@H:14]([NH2:18])([CH2:16][CH3:17])[CH3:15].CCOC(C)=O.CCCCCC>O1CCOCC1>[C@H:14]([NH:18][C:2]1[S:3][C:4]2[CH:10]=[C:9]([CH2:11][C:12]#[N:13])[CH:8]=[CH:7][C:5]=2[N:6]=1)([CH2:16][CH3:17])[CH3:15] |f:2.3|. Reported procedure: A mixture of 2-(2-bromobenzo[d]thiazol-6-yl)acetonitrile (2.00 g, 7.90 mmol) and (R)-sec-butylamine (4.0 mL, 39.4 mmol) in 1,4-dioxane (30 mL) was heated at 135° C. in a sealed bottle for 3.5 hr. The excess (R)-sec-butylamine and 1,4-Dioxane were removed under vacuum. The residue was diluted with AcOEt (150 mL), washed successively with saturated NaHCO3 solution (twice) and brine, and dried over anhydrous MgSO4. The title compound (1.35 g, 70% yield) was isolated as a light orange oil by ISCO (4... Reactants: O=C(O)c1nc(I)c(I)[nH]1, COC1CN(C(=O)OC(C)(C)C)CCC1N, On1nnc2ccccc21. Yields the product COC1CN(C(=O)OC(C)(C)C)CCC1NC(=O)c1nc(I)c(I)[nH]1. RXN SMILES: [I:17][c:18]1[n:19][c:20]([C:24](=[O:25])[OH:26])[nH:21][c:22]1[I:23].[NH2:1][CH:2]1[CH:3]([O:15][CH3:16])[CH2:4][N:5]([C:8](=[O:9])[O:10][C:11]([CH3:12])([CH3:13])[CH3:14])[CH2:6][CH2:7]1.[OH:27][n:28]1[c:29]2[c:30]([cH:31][cH:32][cH:33][cH:34]2)[n:35][n:36]1>>[NH:1]([CH:2]1[CH:3]([O:15][CH3:16])[CH2:4][N:5]([C:8](=[O:9])[O:10][C:11]([CH3:12])([CH3:13])[CH3:14])[CH2:6][CH2:7]1)[C:24]([c:20]1[n:19][c:18]([I:17])[c:22]([I:23])[nH:21]1)=[O:25].